This data is from the Open Reaction Database (ORD), a public repository of structured organic reaction records. The task is: describe an organic reaction: reactants, conditions, products, and yield RXN SMILES: [C:35](=[O:36])([O-:37])[O-:38].[CH3:41][N:42]([CH3:43])[CH:44]=[O:45].[Cl:1][CH2:2][c:3]1[cH:4][c:5]([O:9][CH2:10][c:11]2[n:12][c:13](-[c:17]3[cH:18][cH:19][cH:20][cH:21][cH:22]3)[o:14][c:15]2[CH3:16])[n:6][cH:7][cH:8]1.[K+:39].[K+:40].[OH2:46].[OH:23][c:24]1[cH:25][c:26]([CH2:30][C:31](=[O:32])[O:33][CH3:34])[cH:27][cH:28][cH:29]1>>[CH2:2]([c:3]1[cH:4][c:5]([O:9][CH2:10][c:11]2[n:12][c:13](-[c:17]3[cH:18][cH:19][cH:20][cH:21][cH:22]3)[o:14][c:15]2[CH3:16])[n:6][cH:7][cH:8]1)[O:23][c:24]1[cH:25][c:26]([CH2:30][C:31](=[O:32])[O:33][CH3:34])[cH:27][cH:28][cH:29]1. The reactants are O=C([O-])[O-], CN(C)C=O, Cc1oc(-c2ccccc2)nc1COc1cc(CCl)ccn1, [K+], [K+], O, COC(=O)Cc1cccc(O)c1. The product is COC(=O)Cc1cccc(OCc2ccnc(OCc3nc(-c4ccccc4)oc3C)c2)c1. The reactants are N#Cc1ccc2c(c1)C(CCBr)CCCO2, CC(C)C[Al+]CC(C)C, COc1ccc(C2CCNCC2)cc1OC, CCC(C)=O, Cl, [H-], [K+], [K+], O=C([O-])[O-]. Yields the product COc1ccc(C2CCN(CCC3CCCOc4ccc(C#N)cc43)CC2)cc1OC. Reaction SMILES: [C:1](#[N:2])[c:3]1[cH:4][cH:5][c:6]2[c:7]([cH:16]1)[CH:8]([CH2:13][CH2:14][Br:15])[CH2:9][CH2:10][CH2:11][O:12]2.[CH2:18]([Al+:19][CH2:20][CH:21]([CH3:22])[CH3:23])[CH:24]([CH3:25])[CH3:26].[CH3:28][O:29][c:30]1[cH:31][c:32]([CH:38]2[CH2:39][CH2:40][NH:41][CH2:42][CH2:43]2)[cH:33][cH:34][c:35]1[O:36][CH3:37].[CH3:50][C:51]([CH2:52][CH3:53])=[O:54].[ClH:27].[H-:17].[K+:44].[K+:45].[O-:46][C:47]([O-:48])=[O:49]>>[C:1](#[N:2])[c:3]1[cH:4][cH:5][c:6]2[c:7]([cH:16]1)[CH:8]([CH2:13][CH2:14][N:41]1[CH2:40][CH2:39][CH:38]([c:32]3[cH:31][c:30]([O:29][CH3:28])[c:35]([O:36][CH3:37])[cH:34][cH:33]3)[CH2:43][CH2:42]1)[CH2:9][CH2:10][CH2:11][O:12]2.